Dataset: the Open Reaction Database (ORD), a public repository of structured organic reaction records. Task: describe an organic reaction: reactants, conditions, products, and yield The reactants are C(C)(=O)OCC (ethyl acetate), [H-].[Al+3].[Li+].[H-].[H-].[H-] (Lithium aluminium hydride), O1COC2=C1C=CC(=C2)C(C(=O)NS(=O)(=O)C2=CC=C(C=C2)CC(=O)OCC)C2=CN(C1=CC(=CC=C21)Cl)C (ethyl 2-(4-[2-(1,3-benzodioxol-5-yl)-2-(6-chloro-1-methyl-1H-3-indolyl)acetyl]sulfamoylphenyl)acetate), product, Cl (hydrochloric acid). The solvent is O1CCCC1 (tetrahydrofuran). Yields the product O1COC2=C1C=CC(=C2)C(C(=O)NS(=O)(=O)C2=CC=C(C=C2)CCO)C2=CN(C1=CC(=CC=C21)Cl)C (3-[1-(1,3-Benzodioxol-5-yl)-2-[4-(2-hydroxyethyl)phenyl]sulfonamido-2-oxoethyl]-6-chloro-1-methyl-1H-indole). As a reaction SMILES: [H-].[Al+3].[Li+].[H-].[H-].[H-].[O:7]1[C:11]2[CH:12]=[CH:13][C:14]([CH:16]([C:35]3[C:43]4[C:38](=[CH:39][C:40]([Cl:44])=[CH:41][CH:42]=4)[N:37]([CH3:45])[CH:36]=3)[C:17]([NH:19][S:20]([C:23]3[CH:28]=[CH:27][C:26]([CH2:29][C:30](OCC)=[O:31])=[CH:25][CH:24]=3)(=[O:22])=[O:21])=[O:18])=[CH:15][C:10]=2[O:9][CH2:8]1.C(OCC)(=O)C.Cl>O1CCCC1>[O:7]1[C:11]2[CH:12]=[CH:13][C:14]([CH:16]([C:35]3[C:43]4[C:38](=[CH:39][C:40]([Cl:44])=[CH:41][CH:42]=4)[N:37]([CH3:45])[CH:36]=3)[C:17]([NH:19][S:20]([C:23]3[CH:24]=[CH:25][C:26]([CH2:29][CH2:30][OH:31])=[CH:27][CH:28]=3)(=[O:22])=[O:21])=[O:18])=[CH:15][C:10]=2[O:9][CH2:8]1 |f:0.1.2.3.4.5|. Reported procedure: Lithium aluminium hydride (6 mg, 0.16 mmol) was added to a stirred solution of ethyl 2-(4-[2-(1,3-benzodioxol-5-yl)-2-(6-chloro-1-methyl-1H-3-indolyl)acetyl]sulfamoylphenyl)acetate (the product of Example 89, 80 mg, 0.14 mmol) in tetrahydrofuran (6 ml) at 0° C. under a nitrogen atmosphere. After 40 mins ethyl acetate (1 ml) was slowly added and the reaction mixture was poured into hydrochloric acid (50 ml). The product was extracted into ethyl acetate (2×50 ml), dried (MgSO4) and concentrated. R... The reactants are BrC=1C=NC=CC1 (3-Bromopyridine), palladium tetrakistriphenylphosphine, C(=O)C=1C=C(C=CC1OC)B(O)O (3-formyl-4-methoxyphenylboronic acid), C([O-])([O-])=O.[Cs+].[Cs+] (cesium carbonate). Solvent: C1(=CC=CC=C1)C (toluene), C(C)O (ethanol). The product is COC1=C(C=O)C=C(C=C1)C=1C=NC=CC1 (2-Methoxy-5-pyridin-3-yl-benzaldehyde). Isolated yield 32.0%. Reaction SMILES: [CH:1]([C:3]1[CH:4]=[C:5](B(O)O)[CH:6]=[CH:7][C:8]=1[O:9][CH3:10])=[O:2].Br[C:15]1[CH:16]=[N:17][CH:18]=[CH:19][CH:20]=1.C(=O)([O-])[O-].[Cs+].[Cs+]>C1(C)C=CC=CC=1.C(O)C>[CH3:10][O:9][C:8]1[CH:7]=[CH:6][C:5]([C:15]2[CH:16]=[N:17][CH:18]=[CH:19][CH:20]=2)=[CH:4][C:3]=1[CH:1]=[O:2] |f:2.3.4|. Reported procedure: N1 is prepared according to a method similar to Method A. Commercially available 3-formyl-4-methoxyphenylboronic acid (1.66 g, 9.22 mmol) is dissolved in 56 mL toluene and 14 mL ethanol. 3-Bromopyridine (0.98 mL, 10.2 mmol) is added followed by cesium carbonate (3.0 g, 9.21 mmol). Nitrogen is bubbled through the mixture for 10 minutes, then palladium tetrakistriphenylphosphine (0.53 g, 0.46 mmol) is added and nitrogen bubbling is resumed for another ten minutes. The mixture is heated to reflux f... The reactants are CCn1c(-c2cccnc2)c(C#N)c2ccccc21, CCOC[P+](c1ccccc1)(c1ccccc1)c1ccccc1, CCn1c(-c2cccnc2)c(C=O)c2ccccc21, C1CCOC1, CC(C)C[AlH]CC(C)C, CC(C)(C)[O-], Cc1ccccc1, [Cl-], [K+]. Product: CCOCCc1c(-c2cccnc2)n(CC)c2ccccc12. Reaction SMILES: [CH2:1]([CH3:2])[n:3]1[c:4](-[c:14]2[cH:15][n:16][cH:17][cH:18][cH:19]2)[c:5]([C:12]#[N:13])[c:6]2[cH:7][cH:8][cH:9][cH:10][c:11]12.[CH2:30]([CH3:31])[O:32][CH2:33][P+:34]([c:35]1[cH:36][cH:37][cH:38][cH:39][cH:40]1)([c:41]1[cH:42][cH:43][cH:44][cH:45][cH:46]1)[c:47]1[cH:48][cH:49][cH:50][cH:51][cH:52]1.[CH2:59]([n:60]1[c:61]2[c:62]([cH:63][cH:64][cH:65][cH:66]2)[c:67]([CH:68]=[O:69])[c:70]1-[c:71]1[cH:72][n:73][cH:74][cH:75][cH:76]1)[CH3:77].[CH2:85]1[O:86][CH2:87][CH2:88][CH2:89]1.[CH3:20][CH:21]([CH2:22][AlH:23][CH2:24][CH:25]([CH3:26])[CH3:27])[CH3:28].[CH3:53][C:54]([CH3:55])([O-:56])[CH3:57].[CH3:78][c:79]1[cH:80][cH:81][cH:82][cH:83][cH:84]1.[Cl-:29].[K+:58]>>[CH2:1]([CH3:2])[n:3]1[c:4](-[c:14]2[cH:15][n:16][cH:17][cH:18][cH:19]2)[c:5]([CH2:12][CH2:33][O:32][CH2:30][CH3:31])[c:6]2[cH:7][cH:8][cH:9][cH:10][c:11]12. RXN SMILES: [CH2:1]([N:8]1[C:12]([C:13]2[CH:18]=[CH:17][C:16]([F:19])=[CH:15][C:14]=2[F:20])=[C:11](Br)[N:10]=[C:9]1[CH3:22])[C:2]1[CH:7]=[CH:6][CH:5]=[CH:4][CH:3]=1.[C:23]([N:25]([CH:43]([CH:45]([CH3:47])[CH3:46])[CH3:44])[C:26]1[CH:31]=[C:30](B2OCC(C)(C)CO2)[CH:29]=[CH:28][C:27]=1[N+:40]([O-:42])=[O:41])#[N:24]>>[CH2:1]([N:8]1[C:12]([C:13]2[CH:18]=[CH:17][C:16]([F:19])=[CH:15][C:14]=2[F:20])=[C:11]([C:30]2[CH:29]=[CH:28][C:27]([N+:40]([O-:42])=[O:41])=[C:26]([N:25]([CH:43]([CH:45]([CH3:47])[CH3:46])[CH3:44])[C:23]#[N:24])[CH:31]=2)[N:10]=[C:9]1[CH3:22])[C:2]1[CH:7]=[CH:6][CH:5]=[CH:4][CH:3]=1. Product: C(C1=CC=CC=C1)N1C(=NC(=C1C1=C(C=C(C=C1)F)F)C1=CC(=C(C=C1)[N+](=O)[O-])N(C#N)C(C)C(C)C)C (1-Benzyl-2-methyl-4-(3-(N-[3-methylbut-2-yl]-N-[cyano]amino)-4-nitrophenyl)-5-(2,4-difluorophenyl)-1H-imidazole). The reactants are C(C1=CC=CC=C1)N1C(=NC(=C1C1=C(C=C(C=C1)F)F)Br)C (1-benzyl-2-methyl-4-bromo-5-(2,4-difluorophenyl)-1H-imidazole), C(#N)N(C1=C(C=CC(=C1)B1OCC(CO1)(C)C)[N+](=O)[O-])C(C)C(C)C (N-[cyano]N-[3-methylbut-2-yl]2-nitro-5-(5,5-dimethyl-[1,3,2]dioxaborinan-2-yl)aniline). Procedure: Beginning with 1-benzyl-2-methyl-4-bromo-5-(2,4-difluorophenyl)-1H-imidazole and N-[cyano]N-[3-methylbut-2-yl]2-nitro-5-(5,5-dimethyl-[1,3,2]dioxaborinan-2-yl)aniline, the title compound is prepared essentially as described in Preparation 35. The reactants are CC(c1ccc(Br)cc1)N1CCC(CCCO)(c2ccccc2)OC1=O, Cc1cccc(B(O)O)n1. Product: Cc1cccc(-c2ccc(C(C)N3CCC(CCCO)(c4ccccc4)OC3=O)cc2)n1. As a reaction SMILES: [Br:1][c:2]1[cH:3][cH:4][c:5]([CH:8]([CH3:9])[N:10]2[C:11](=[O:26])[O:12][C:13]([c:16]3[cH:17][cH:18][cH:19][cH:20][cH:21]3)([CH2:22][CH2:23][CH2:24][OH:25])[CH2:14][CH2:15]2)[cH:6][cH:7]1.[CH3:27][c:28]1[cH:29][cH:30][cH:31][c:32]([B:34]([OH:35])[OH:36])[n:33]1>>[c:2]1(-[c:32]2[cH:31][cH:30][cH:29][c:28]([CH3:27])[n:33]2)[cH:3][cH:4][c:5]([CH:8]([CH3:9])[N:10]2[C:11](=[O:26])[O:12][C:13]([c:16]3[cH:17][cH:18][cH:19][cH:20][cH:21]3)([CH2:22][CH2:23][CH2:24][OH:25])[CH2:14][CH2:15]2)[cH:6][cH:7]1. Starting materials: OC1=CC=C(C=C1)CCC1=CC2=C(C=C(O2)C(C)NC(C)=O)C=C1 (N-(1-{6-[2-(4-hydroxyphenyl)ethyl]-1-benzofuran-2-yl}ethyl)acetamide), BrCC1CCC1 ((bromomethyl)cyclobutane). Yields the product C1(CCC1)COC1=CC=C(C=C1)CCC1=CC2=C(C=C(O2)C(C)NC(C)=O)C=C1 (N-[1-(6-{2-[4-(cyclobutylmethoxy)phenyl]ethyl}-1-benzofuran-2-yl)ethyl]acetamide). Yield: 70.0%. As a reaction SMILES: [OH:1][C:2]1[CH:7]=[CH:6][C:5]([CH2:8][CH2:9][C:10]2[CH:24]=[CH:23][C:13]3[CH:14]=[C:15]([CH:17]([NH:19][C:20](=[O:22])[CH3:21])[CH3:18])[O:16][C:12]=3[CH:11]=2)=[CH:4][CH:3]=1.Br[CH2:26][CH:27]1[CH2:30][CH2:29][CH2:28]1>>[CH:27]1([CH2:26][O:1][C:2]2[CH:3]=[CH:4][C:5]([CH2:8][CH2:9][C:10]3[CH:24]=[CH:23][C:13]4[CH:14]=[C:15]([CH:17]([NH:19][C:20](=[O:22])[CH3:21])[CH3:18])[O:16][C:12]=4[CH:11]=3)=[CH:6][CH:7]=2)[CH2:30][CH2:29][CH2:28]1. Reported procedure: Using N-(1-{6-[2-(4-hydroxyphenyl)ethyl]-1-benzofuran-2-yl}ethyl)acetamide (150 mg, 0.464 mmol) obtained in Example 165 and (bromomethyl)cyclobutane (0.155 mL, 1.39 mmol) and in the same manner as in Example 158, the title compound was obtained (127 mg, yield 70%) as a white solid.